From a dataset of the Open Reaction Database (ORD), a public repository of structured organic reaction records. describe an organic reaction: reactants, conditions, products, and yield The reactants are ClCC=1N=C(SC1)C1=CC=C(C(=O)OC)C=C1 (methyl 4-[4-(chloromethyl)-1,3-thiazol-2-yl]benzoate). Run in Cl (HCl). The product is ClCC=1N=C(SC1)C1=CC=C(C(=O)O)C=C1 (4-[4-(chloromethyl)-1,3-thiazol-2-yl]benzoic acid). Yield: 78.8%. RXN SMILES: [Cl:1][CH2:2][C:3]1[N:4]=[C:5]([C:8]2[CH:17]=[CH:16][C:11]([C:12]([O:14]C)=[O:13])=[CH:10][CH:9]=2)[S:6][CH:7]=1>Cl>[Cl:1][CH2:2][C:3]1[N:4]=[C:5]([C:8]2[CH:9]=[CH:10][C:11]([C:12]([OH:14])=[O:13])=[CH:16][CH:17]=2)[S:6][CH:7]=1. Procedure details: An aqueous solution of HCl (6N, 200 mL) was added to methyl 4-[4-(chloromethyl)-1,3-thiazol-2-yl]benzoate (20.0 g, 0.075 mol) and refluxed overnight. The reaction mixture was allowed to cool to ambient temperatures and the solid was filtered and then dried in vacuo at 40° C. to give the title compound (15.0 g, 75%). Reactants: CCOC(C)=O, [H][H], CCOC(=O)C=C1CCC(c2ccc(O)cc2)CC1. Yields the product CCOC(=O)CC1CCC(c2ccc(O)cc2)CC1. Reaction SMILES: [CH3:22][CH2:23][O:24][C:25](=[O:26])[CH3:27].[H:20][H:21].[OH:1][c:2]1[cH:3][cH:4][c:5]([CH:8]2[CH2:9][CH2:10][C:11](=[CH:14][C:15](=[O:16])[O:17][CH2:18][CH3:19])[CH2:12][CH2:13]2)[cH:6][cH:7]1>>[OH:1][c:2]1[cH:3][cH:4][c:5]([CH:8]2[CH2:9][CH2:10][CH:11]([CH2:14][C:15](=[O:16])[O:17][CH2:18][CH3:19])[CH2:12][CH2:13]2)[cH:6][cH:7]1. Starting materials: C(CC)(OCC)(OCC)OCC (triethyl orthopropionate), NC1=NNC=C1CC (3-amino-4-ethyl-1H-pyrazole), CO (methanol), Cl.NO (hydroxylamine hydrochloride). Run in C(C)N(CC)CC (triethylamine). Reaction conditions: temperature 120 celsius, time 3 hour. Product: C(C)C=1C(=NNC1)NC(CC)=NO (N-(4-ethyl-1H-pyrazol-3-yl)propionamidoxime). Reaction SMILES: [C:1](OCC)(OCC)(OCC)[CH2:2][CH3:3].[NH2:13][C:14]1[C:18]([CH2:19][CH3:20])=[CH:17][NH:16][N:15]=1.CO.Cl.[NH2:24][OH:25]>C(N(CC)CC)C>[CH2:19]([C:18]1[C:14]([NH:13][C:1](=[N:24][OH:25])[CH2:2][CH3:3])=[N:15][NH:16][CH:17]=1)[CH3:20] |f:3.4|. Procedure: A 7.9 g portion of triethyl orthopropionate was added to 5.0 g of 3-amino-4-ethyl-1H-pyrazole and the mixture was heated at 120° C. to distill off the thus formed ethanol. After 3 hours of the reaction, the reaction solution was cooled down to room temperature and mixed with 30 ml of methanol, 3.2 g of hydroxylamine hydrochloride and 4.6 g of triethylamine in that order, followed by 3 hours of heating under reflux. After distilling off the solvent under a reduced pressure, the resulting residue ... The reactants are C(C)(C)(C)NC(=O)C=1C=2C[C@@H]3[C@H](C2N(N1)C1=NC=CC(=C1)Br)C3 ((1aR,5aR)-2-(4-bromo-pyridin-2-yl)-1a,2,5,5a-tetrahydro-1H-2,3-diaza-cyclopropa[a]pentalene-4-carboxylic acid tert-butylamide), [Cl-].[Li+] (lithium chloride), [Cl-].[Li+] (Lithium chloride). Reagents/catalysts: [Br-].C(CCC)[N+](CCCC)(CCCC)CCCC (tetrabutylammonium bromide). Solvent: CC(=O)N(C)C (DMA). Run at temperature 180 celsius. Yields the product C(C)(C)(C)NC(=O)C=1C=2C[C@@H]3[C@H](C2N(N1)C1=NC=CC(=C1)Cl)C3 ((1aR,5aR)-2-(4-Chloro-pyridin-2-yl)-1a,2,5,5a-tetrahydro-1H-2,3-diaza-cyclopropa[a]pentalene-4-carboxylic Acid tert-Butylamide). Yield: 51.5%. As a reaction SMILES: [C:1]([NH:5][C:6]([C:8]1[C:9]2[CH2:10][C@H:11]3[CH2:23][C@H:12]3[C:13]=2[N:14]([C:16]2[CH:21]=[C:20](Br)[CH:19]=[CH:18][N:17]=2)[N:15]=1)=[O:7])([CH3:4])([CH3:3])[CH3:2].[Cl-:24].[Li+]>CC(N(C)C)=O.[Br-].C([N+](CCCC)(CCCC)CCCC)CCC>[C:1]([NH:5][C:6]([C:8]1[C:9]2[CH2:10][C@H:11]3[CH2:23][C@H:12]3[C:13]=2[N:14]([C:16]2[CH:21]=[C:20]([Cl:24])[CH:19]=[CH:18][N:17]=2)[N:15]=1)=[O:7])([CH3:4])([CH3:3])[CH3:2] |f:1.2,4.5|. Reported procedure: A mixture of (1aR,5aR)-2-(4-bromo-pyridin-2-yl)-1a,2,5,5a-tetrahydro-1H-2,3-diaza-cyclopropa[a]pentalene-4-carboxylic acid tert-butylamide (0.010 g, 0.027 mmol) and lithium chloride (5.65 mg, 0.133 mmol) in DMA (1 mL) was heated in a heavy-walled sealed tube under microwave irradiation at 160 for 1 hour. Lithium chloride (20 mg) and tetrabutylammonium bromide (5 mg) were added. The reaction was heated in a heavy-walled sealed tube under microwave irradiation at 180° C. for 10 h. The mixture was ...